From a dataset of the Open Reaction Database (ORD), a public repository of structured organic reaction records. describe an organic reaction: reactants, conditions, products, and yield Starting materials: CCOC(=O)Cn1c2c(c3ccccc31)CCN(C(=O)OC(C)(C)C)CC2, CO, [Na+], [OH-]. Yields the product CC(C)(C)OC(=O)N1CCc2c(n(CC(=O)O)c3ccccc23)CC1. RXN SMILES: [CH2:1]([CH3:2])[O:3][C:4]([CH2:5][n:6]1[c:7]2[c:8]([c:9]3[cH:10][cH:11][cH:12][cH:13][c:14]13)[CH2:15][CH2:16][N:17]([C:20](=[O:21])[O:22][C:23]([CH3:24])([CH3:25])[CH3:26])[CH2:18][CH2:19]2)=[O:27].[CH3:30][OH:31].[Na+:29].[OH-:28]>>[O:3]=[C:4]([CH2:5][n:6]1[c:7]2[c:8]([c:9]3[cH:10][cH:11][cH:12][cH:13][c:14]13)[CH2:15][CH2:16][N:17]([C:20](=[O:21])[O:22][C:23]([CH3:24])([CH3:25])[CH3:26])[CH2:18][CH2:19]2)[OH:27]. Reactants: Cl, CCCC(=O)c1ccc(NC(C)=O)cc1, [Na+], [OH-]. The product is CCCC(=O)c1ccc(N)cc1. Reaction SMILES: [ClH:18].[NH:1]([C:2]([CH3:3])=[O:4])[c:5]1[cH:6][cH:7][c:8]([C:11]([CH2:12][CH2:13][CH3:14])=[O:15])[cH:9][cH:10]1.[Na+:17].[OH-:16]>>[NH2:1][c:5]1[cH:6][cH:7][c:8]([C:11]([CH2:12][CH2:13][CH3:14])=[O:15])[cH:9][cH:10]1. Starting materials: O=C1CCC(=O)N1Br, CC#N, CCOC(C)=O, COc1ccc2c(c1)CC(C)N(C(=O)C(F)(F)F)CC2C. The product is COc1cc2c(cc1Br)C(C)CN(C(=O)C(F)(F)F)C(C)C2. As a reaction SMILES: [Br:22][N:23]1[C:24](=[O:25])[CH2:26][CH2:27][C:28]1=[O:29].[CH3:30][C:31]#[N:32].[CH3:33][CH2:34][O:35][C:36]([CH3:37])=[O:38].[F:1][C:2]([C:3](=[O:4])[N:5]1[CH:6]([CH3:19])[CH2:7][c:8]2[c:9]([cH:13][cH:14][c:15]([O:17][CH3:18])[cH:16]2)[CH:10]([CH3:12])[CH2:11]1)([F:20])[F:21]>>[F:1][C:2]([C:3](=[O:4])[N:5]1[CH:6]([CH3:19])[CH2:7][c:8]2[c:9]([cH:13][c:14]([Br:22])[c:15]([O:17][CH3:18])[cH:16]2)[CH:10]([CH3:12])[CH2:11]1)([F:20])[F:21].